describe an organic reaction: reactants, conditions, products, and yield From a dataset of the Open Reaction Database (ORD), a public repository of structured organic reaction records. Reaction conditions: temperature 25 celsius, time 20 minute. Reactants: C(C)(C)[Mg]Cl (isopropylmagnesium chloride), C(CC#C)OC1OCCCC1 (2-but-3-ynoxytetrahydropyran), C(C1=CC=CC=C1)N=[N+]=[N-] (benzyl azide). RXN SMILES: C([Mg]Cl)(C)C.[CH2:6]([O:10]C1CCCCO1)[CH2:7][C:8]#[CH:9].[CH2:17]([N:24]=[N+:25]=[N-:26])[C:18]1[CH:23]=[CH:22][CH:21]=[CH:20][CH:19]=1>O1CCCC1>[CH2:17]([N:24]1[C:8]([CH2:7][CH2:6][OH:10])=[CH:9][N:26]=[N:25]1)[C:18]1[CH:23]=[CH:22][CH:21]=[CH:20][CH:19]=1. Isolated yield 49.6%. Run in O1CCCC1 (tetrahydrofuran). Procedure: Add isopropylmagnesium chloride (368 mL, 736.00 mmol) drop-wise to a solution of 2-but-3-ynoxytetrahydropyran (113.50 g, 736.00 mmol) in tetrahydrofuran (1.4 L) at 15° C., maintaining the internal temperature less than 20° C. Remove the ice-water bath, allow the temperature to warm to 25° C., and hold at that temperature for 20 min to ensure gas evolution is complete. Heat the reaction mixture to 30-35° C., and add benzyl azide (70 g, 525.71 mmol) drop-wise to the mixture over 2 h while ensuring... The product is C(C1=CC=CC=C1)N1N=NC=C1CCO (2-(3-benzyltriazol-4-yl)ethanol). The reactants are 1.6, Cl.C(C)(=O)NC1=CC=C2CCC(CC2=C1)NCC ((-)-7-acetamido-2-ethylamino-1,2,3,4-tetrahydronaphthalene hydrochloride). The solvent is Cl (HCl). Yields the product Cl.NC1=CC=C2CCC(CC2=C1)NCC ((-)-7-Amino-2-ethylamino-1,2,3,4-tetrahydronaphthalene hydrochloride). RXN SMILES: [ClH:1].C([NH:5][C:6]1[CH:15]=[C:14]2[C:9]([CH2:10][CH2:11][CH:12]([NH:16][CH2:17][CH3:18])[CH2:13]2)=[CH:8][CH:7]=1)(=O)C>Cl>[ClH:1].[NH2:5][C:6]1[CH:15]=[C:14]2[C:9]([CH2:10][CH2:11][CH:12]([NH:16][CH2:17][CH3:18])[CH2:13]2)=[CH:8][CH:7]=1 |f:0.1,3.4|. Procedure: 1.6 (5.9 mmol) (+)/(-)-7-acetamido-2-ethylamino-1,2,3,4-tetrahydronaphthalene hydrochloride are heated at the reflux temperature with 40 ml 2 N HCl for 2 hours. The solution is then concentrated i. vac., 20 ml ethanol are added to the residue and the crystals are filtered off with suction, washed with ethanol and dried to constant weight in a circulating air drying cabinet. Reactants: C(#N)C1=CC(=CS1)CN1C([C@H](CC1)NS(=O)(=O)C1=CC2=CC(=CC=C2C=C1)NC(=O)OCC1=CC=CC=C1)=O (N-Cbz-7-aminonaphthalene-2-sulfonic acid [1-(5-cyanothiophen-3-ylmethyl)-2-oxopyrrolidin-3-(S)-yl]amide), BrCC(=O)OC(C)(C)C (tert-butyl bromoacetate). The product is C(C)(C)(C)OC(CN(S(=O)(=O)C1=CC2=CC(=CC=C2C=C1)NC(=O)OCC1=CC=CC=C1)[C@@H]1C(N(CC1)CC1=CSC(=C1)C#N)=O)=O (2-[[1-(5-Cyanothiophene-3-ylmethyl)-2-oxopyrrolidin-3-(S)-yl]-(N-Cbz-7-aminonaphthalene-2-sulfonyl)amino]acetic acid tert-butyl ester). Reaction SMILES: [C:1]([C:3]1[S:7][CH:6]=[C:5]([CH2:8][N:9]2[CH2:13][CH2:12][C@H:11]([NH:14][S:15]([C:18]3[CH:27]=[CH:26][C:25]4[C:20](=[CH:21][C:22]([NH:28][C:29]([O:31][CH2:32][C:33]5[CH:38]=[CH:37][CH:36]=[CH:35][CH:34]=5)=[O:30])=[CH:23][CH:24]=4)[CH:19]=3)(=[O:17])=[O:16])[C:10]2=[O:39])[CH:4]=1)#[N:2].Br[CH2:41][C:42]([O:44][C:45]([CH3:48])([CH3:47])[CH3:46])=[O:43]>>[C:45]([O:44][C:42](=[O:43])[CH2:41][N:14]([C@H:11]1[CH2:12][CH2:13][N:9]([CH2:8][C:5]2[CH:4]=[C:3]([C:1]#[N:2])[S:7][CH:6]=2)[C:10]1=[O:39])[S:15]([C:18]1[CH:27]=[CH:26][C:25]2[C:20](=[CH:21][C:22]([NH:28][C:29]([O:31][CH2:32][C:33]3[CH:38]=[CH:37][CH:36]=[CH:35][CH:34]=3)=[O:30])=[CH:23][CH:24]=2)[CH:19]=1)(=[O:17])=[O:16])([CH3:48])([CH3:47])[CH3:46]. Procedure details: The title compound is prepared from N-Cbz-7-aminonaphthalene-2-sulfonic acid [1-(5-cyanothiophen-3-ylmethyl)-2-oxopyrrolidin-3-(S)-yl]amide as described in EXAMPLE 141, Part D using tert-butyl bromoacetate in place of benzyl bromide. The crude product is purified by column chromatography eluting with a gradient of 5% EtOAc/CH2Cl2 to 10% EtOAc/CH2Cl2 to provide the title compound as a solid. Starting materials: Fc1ccccc1CBr, O=C([O-])[O-], CCOC(C)=O, CC#N, [K+], [K+], CC(C)(C)OC(=O)N1C(C(N)=O)CCC1c1ccc(O)cc1, O. Yields the product CC(C)(C)OC(=O)N1C(C(N)=O)CCC1c1ccc(OCc2ccccc2F)cc1. As a reaction SMILES: [Br:29][CH2:30][c:31]1[c:32]([F:37])[cH:33][cH:34][cH:35][cH:36]1.[C:23](=[O:24])([O-:25])[O-:26].[CH3:38][CH2:39][O:40][C:41](=[O:42])[CH3:43].[CH3:44][C:45]#[N:46].[K+:27].[K+:28].[NH2:1][C:2](=[O:3])[CH:4]1[N:5]([C:16](=[O:17])[O:18][C:19]([CH3:20])([CH3:21])[CH3:22])[CH:6]([c:9]2[cH:10][cH:11][c:12]([OH:15])[cH:13][cH:14]2)[CH2:7][CH2:8]1.[OH2:47]>>[NH2:1][C:2](=[O:3])[CH:4]1[N:5]([C:16](=[O:17])[O:18][C:19]([CH3:20])([CH3:21])[CH3:22])[CH:6]([c:9]2[cH:10][cH:11][c:12]([O:15][CH2:30][c:31]3[c:32]([F:37])[cH:33][cH:34][cH:35][cH:36]3)[cH:13][cH:14]2)[CH2:7][CH2:8]1. Starting materials: CCOC(=O)C=P(c1ccccc1)(c1ccccc1)c1ccccc1, C1CCOC1, CC1(C=O)SC2CC(=O)N2C1C(=O)OC(c1ccccc1)c1ccccc1. Product: CCOC(=O)C=CC1(C)SC2CC(=O)N2C1C(=O)OC(c1ccccc1)c1ccccc1. Reaction SMILES: [CH2:28]([CH3:29])[O:30][C:31](=[O:32])[CH:33]=[P:34]([c:35]1[cH:36][cH:37][cH:38][cH:39][cH:40]1)([c:41]1[cH:42][cH:43][cH:44][cH:45][cH:46]1)[c:47]1[cH:48][cH:49][cH:50][cH:51][cH:52]1.[CH2:53]1[O:54][CH2:55][CH2:56][CH2:57]1.[CH:1](=[O:2])[C:3]1([CH3:27])[CH:4]([C:11](=[O:12])[O:13][CH:14]([c:15]2[cH:16][cH:17][cH:18][cH:19][cH:20]2)[c:21]2[cH:22][cH:23][cH:24][cH:25][cH:26]2)[N:5]2[C:6](=[O:10])[CH2:7][CH:8]2[S:9]1>>[CH:1]([C:3]1([CH3:27])[CH:4]([C:11](=[O:12])[O:13][CH:14]([c:15]2[cH:16][cH:17][cH:18][cH:19][cH:20]2)[c:21]2[cH:22][cH:23][cH:24][cH:25][cH:26]2)[N:5]2[C:6](=[O:10])[CH2:7][CH:8]2[S:9]1)=[CH:33][C:31]([O:30][CH2:28][CH3:29])=[O:32].